Dataset: the Open Reaction Database (ORD), a public repository of structured organic reaction records. Task: describe an organic reaction: reactants, conditions, products, and yield Starting materials: CC(C)(C)[O-], CI, [K+], COc1cc2c(nc1C1OCCO1)NC(=O)CC2, CN(C)C=O, O. Yields the product COc1cc2c(nc1C1OCCO1)N(C)C(=O)CC2. As a reaction SMILES: [CH3:19][C:20]([CH3:21])([O-:22])[CH3:23].[CH3:25][I:26].[K+:24].[O:1]1[CH:2]([c:6]2[c:7]([O:17][CH3:18])[cH:8][c:9]3[c:14]([n:15]2)[NH:13][C:12](=[O:16])[CH2:11][CH2:10]3)[O:3][CH2:4][CH2:5]1.[O:27]=[CH:28][N:29]([CH3:30])[CH3:31].[OH2:32]>>[O:1]1[CH:2]([c:6]2[c:7]([O:17][CH3:18])[cH:8][c:9]3[c:14]([n:15]2)[N:13]([CH3:19])[C:12](=[O:16])[CH2:11][CH2:10]3)[O:3][CH2:4][CH2:5]1. Reactants: O (water), C(CC=C)O (3-buten-1-ol), N1=CC=CC=C1 (pyridine), C1(=CC=C(C=C1)S(=O)(=O)Cl)C (p-toluene sulfonyl chloride). The solvent is ClCCl (Dichloromethane). Reaction conditions: temperature 5 celsius, time 3.5 hour. Product: C=CCCOS(=O)(=O)C1=CC=C(C)C=C1 (CH2═CH(CH2)2OTs). Yield: 94.2%. As a reaction SMILES: [CH2:1]([OH:5])[CH2:2][CH:3]=[CH2:4].N1C=CC=CC=1.[C:12]1([CH3:22])[CH:17]=[CH:16][C:15]([S:18](Cl)(=[O:20])=[O:19])=[CH:14][CH:13]=1.O>ClCCl>[CH2:4]=[CH:3][CH2:2][CH2:1][O:5][S:18]([C:15]1[CH:16]=[CH:17][C:12]([CH3:22])=[CH:13][CH:14]=1)(=[O:20])=[O:19]. Procedure details: In a reactor 3-buten-1-ol (33.2 g) and pyridine (230 ml) were charged and p-toluene sulfonyl chloride (96.7 g) was added thereto over 3.5 hours, while maintaining the internal temperature not higher than 5° C. under cooling in an ice bath. After stirring for 30 minutes, the reaction mixture was added to water (250 ml). Dichloromethane (250 ml) was added thereto and subjected to liquid separation. A saturated aqueous sodium carbonate solution (250 ml) and water (200 ml) were added to wash the low...